From a dataset of the Open Reaction Database (ORD), a public repository of structured organic reaction records. describe an organic reaction: reactants, conditions, products, and yield The product is Cl, NCCOCCN1CCCC1. Starting materials: C1CCNC1, C1CCOC1, CC(C)(C)OC(=O)OC(=O)OC(C)(C)C, ClCCl, Cl, I, [K+], [K+], N#N, NCCOCCO, [Na+], O=C([O-])[O-], [OH-], c1c[nH]cn1. Reaction SMILES: [CH2:33]1[CH2:34][CH2:35][NH:36][CH2:37]1.[CH2:45]1[O:46][CH2:47][CH2:48][CH2:49]1.[CH3:12][C:13]([O:14][C:15]([O:16][C:17]([O:18][C:19]([CH3:20])([CH3:21])[CH3:22])=[O:23])=[O:24])([CH3:25])[CH3:26].[Cl:50][CH2:51][Cl:52].[ClH:44].[I:32].[K+:38].[K+:39].[N:1]#[N:2].[NH2:3][CH2:4][CH2:5][O:6][CH2:7][CH2:8][OH:9].[Na+:11].[O-:40][C:41]([O-:42])=[O:43].[OH-:10].[nH:27]1[cH:28][cH:29][n:30][cH:31]1>>[ClH:44].[NH2:3][CH2:4][CH2:5][O:6][CH2:7][CH2:8][N:36]1[CH2:35][CH2:34][CH2:33][CH2:37]1.